This data is from the Open Reaction Database (ORD), a public repository of structured organic reaction records. The task is: describe an organic reaction: reactants, conditions, products, and yield The reactants are O=C([O-])[O-], CI, CCOC(C)=O, CN(C)C=O, COc1cc(Nc2nc(Cl)nc3nc[nH]c23)cc(OC)c1OC, [K+], [K+]. Yields the product COc1cc(Nc2nc(Cl)nc3c2ncn3C)cc(OC)c1OC. RXN SMILES: [C:24](=[O:25])([O-:26])[O-:27].[CH3:30][I:31].[CH3:32][CH2:33][O:34][C:35](=[O:36])[CH3:37].[CH3:38][N:39]([CH3:40])[CH:41]=[O:42].[Cl:1][c:2]1[n:3][c:4]([NH:11][c:12]2[cH:13][c:14]([O:22][CH3:23])[c:15]([O:20][CH3:21])[c:16]([O:18][CH3:19])[cH:17]2)[c:5]2[nH:6][cH:7][n:8][c:9]2[n:10]1.[K+:28].[K+:29]>>[Cl:1][c:2]1[n:3][c:4]([NH:11][c:12]2[cH:13][c:14]([O:22][CH3:23])[c:15]([O:20][CH3:21])[c:16]([O:18][CH3:19])[cH:17]2)[c:5]2[n:6][cH:7][n:8]([CH3:24])[c:9]2[n:10]1. The reactants are C(CC(=O)OCC)(=O)OCC (Diethyl malonate), C1(CCCCC1)CBr (cyclohexylmethyl bromide). The solvent is [O-]CC.[Na+] (sodium ethoxide). Product: C(C)OC(C(C(=O)OCC)CC1CCCCC1)=O (diethyl(cyclohexylmethyl)malonate). Yield: 66.4%. RXN SMILES: [C:1]([O:9][CH2:10][CH3:11])(=[O:8])[CH2:2][C:3]([O:5][CH2:6][CH3:7])=[O:4].[CH:12]1([CH2:18]Br)[CH2:17][CH2:16][CH2:15][CH2:14][CH2:13]1>[O-]CC.[Na+]>[CH2:10]([O:9][C:1](=[O:8])[CH:2]([CH2:18][CH:12]1[CH2:17][CH2:16][CH2:15][CH2:14][CH2:13]1)[C:3]([O:5][CH2:6][CH3:7])=[O:4])[CH3:11] |f:2.3|. Procedure: Diethyl malonate (16.0 g) was added to a freshly prepared solution of sodium ethoxide (from 2.3 g of sodium in 150 ml of absolute ethanol), followed by 17.7 g of cyclohexylmethyl bromide. The mixture was heated under reflux for four hours and evaporated to dryness. The resulting mixture was treated with water, extracted with ethyl acetate and the extracts washed with water, brine and dried (MgSO4). Evaporation gave an oil which was distilled in vacuo to give 17 g of diethyl(cyclohexylmethyl)malo... Reactants: O=C([O-])O, CC(C)c1ccc(C(=O)NN)cc1, CCN=C=NCCCN(C)C, Cl, Nc1ncccc1C(=O)O, [Na+], CN(C)C=O, O, On1nnc2ccccc21. The product is CC(C)c1ccc(C(=O)NNC(=O)c2cccnc2N)cc1. RXN SMILES: [C:47](=[O:48])([O-:49])[OH:50].[CH3:1][CH:2]([CH3:3])[c:4]1[cH:5][cH:6][c:7]([C:8](=[O:9])[NH:10][NH2:11])[cH:12][cH:13]1.[CH3:25][CH2:26][N:27]=[C:28]=[N:29][CH2:30][CH2:31][CH2:32][N:33]([CH3:34])[CH3:35].[ClH:36].[NH2:37][c:38]1[n:39][cH:40][cH:41][cH:42][c:43]1[C:44](=[O:45])[OH:46].[Na+:51].[O:52]=[CH:53][N:54]([CH3:55])[CH3:56].[OH2:24].[OH:14][n:15]1[c:16]2[c:17]([cH:18][cH:19][cH:20][cH:21]2)[n:22][n:23]1>>[CH3:1][CH:2]([CH3:3])[c:4]1[cH:5][cH:6][c:7]([C:8](=[O:9])[NH:10][NH:11][C:44]([c:43]2[c:38]([NH2:37])[n:39][cH:40][cH:41][cH:42]2)=[O:45])[cH:12][cH:13]1. Reactants: N1C(OC(C2=C1C=CS2)=O)=O (2H-thieno[3,2-d][1,3]oxazine-2,4(1H)-dione), N(C)CC(=O)O (sarcosine), ice water. Solvent: C(C)(=O)OCC (ethyl acetate), CS(=O)C (dimethyl sulphoxide). Run at temperature 110 celsius, time 1.5 hour. The product is CN1CC(NC2=C(C1=O)SC=C2)=O (3,4-dihydro-4-methyl-2H-thieno[3,2-e][1,4]diazepine-2,5(1H)-dione). RXN SMILES: [NH:1]1[C:6]2[CH:7]=[CH:8][S:9][C:5]=2[C:4](=[O:10])[O:3][C:2]1=O.[NH:12]([CH2:14]C(O)=O)[CH3:13]>CS(C)=O.C(OCC)(=O)C>[CH3:13][N:12]1[C:4](=[O:10])[C:5]2[S:9][CH:8]=[CH:7][C:6]=2[NH:1][C:2](=[O:3])[CH2:14]1. Reported procedure: A mixture of 30.0 g (177 mmol) of 2H-thieno[3,2-d][1,3]oxazine-2,4(1H)-dione and 17.3 g (195 mmol) of sarcosine in 100 ml of dimethyl sulphoxide is stirred at 110° C. for 1.5 hours. The dark brown coloured solution is poured into ca 600 ml of ice/water. The separated oil is taken up in ca 200 ml of ethyl acetate and the aqueous phase is evaporated in vacuo until crystallisation begins. The mixture is cooled in an ice-bath for ca 3 hours and the separated material is filtered off under suction an... Reactants: bis-tosylate, N1=C(C=C(C=C1C)C)C (2,4,6-collidine), N1=CC=CC=C1 (pyridine), O(S(=O)(=O)C1=CC=C(C)C=C1)S(=O)(=O)C1=CC=C(C)C=C1 (Ts2O), C[C@@H]1C[C@@H]2CC[C@H]3C(=C)C[C@@H](O3)CC[C@]45C[C@H]6[C@H](O4)C7[C@@H](O6)[C@@H](O5)[C@@H]8[C@@H](O7)CC[C@@H](O8)CC(=O)C[C@H]9[C@H](C[C@H](C1=C)O2)O[C@@H]([C@@H]9OC)C[C@@H](CO)O (ER-076349), [F-].[K+] (KF), [F-].[K+] (KF), C[C@@H]1C[C@@H]2CC[C@H]3C(=C)C[C@@H](O3)CC[C@]45C[C@H]6[C@H](O4)C7[C@@H](O6)[C@@H](O5)[C@@H]8[C@@H](O7)CC[C@@H](O8)CC(=O)C[C@H]9[C@H](C[C@H](C1=C)O2)O[C@@H]([C@@H]9OC)C[C@@H](CO)O (ER-076349). The solvent is O (Water), ClCCl (dichloromethane), ClCCl (dichloromethane), C1(=CC=CC=C1)C (toluene). The product is C[C@@H]1C[C@@H]2CC[C@H]3C(=C)C[C@@H](O3)CC[C@]45C[C@@H]6[C@H](O4)[C@H]7[C@@H](O6)[C@@H](O5)[C@@H]8[C@@H](O7)CC[C@@H](O8)CC(=O)C[C@H]9[C@H](C[C@H](C1=C)O2)O[C@@H]([C@@H]9OC)C[C@@H](CN)O (eribulin). The yield is 75.0%. RXN SMILES: [CH3:1][C@H:2]1[C:40](=[CH2:41])[C@@H:39]2[O:42][C@@H:4]([CH2:5][CH2:6][C@@H:7]3[O:12][C@@H:11]([CH2:13][CH2:14][C@@:15]45[O:24][C@H:23]6[C@H:25]7[O:31][C@@H:30]([CH2:32][C:33]([CH2:35][C@@H:36]8[C@@H:45]([O:46][CH3:47])[C@@H:44]([CH2:48][C@H:49]([OH:52])[CH2:50]O)[O:43][C@H:37]8[CH2:38]2)=[O:34])[CH2:29][CH2:28][C@@H:26]7[O:27][CH:20]2[C@H:21]6[O:22][C@H:17]([C@@H:18]2[O:19]4)[CH2:16]5)[CH2:10][C:8]3=[CH2:9])[CH2:3]1.[F-].[K+].[N:55]1C(C)=CC(C)=CC=1C.N1C=CC=CC=1.O(S(C1C=CC(C)=CC=1)(=O)=O)S(C1C=CC(C)=CC=1)(=O)=O>C1(C)C=CC=CC=1.ClCCl.O>[CH3:1][C@H:2]1[C:40](=[CH2:41])[C@@H:39]2[O:42][C@@H:4]([CH2:5][CH2:6][C@@H:7]3[O:12][C@@H:11]([CH2:13][CH2:14][C@@:15]45[O:24][C@H:23]6[C@H:25]7[O:31][C@@H:30]([CH2:32][C:33]([CH2:35][C@@H:36]8[C@@H:45]([O:46][CH3:47])[C@@H:44]([CH2:48][C@H:49]([OH:52])[CH2:50][NH2:55])[O:43][C@H:37]8[CH2:38]2)=[O:34])[CH2:29][CH2:28][C@@H:26]7[O:27][C@@H:20]2[C@H:21]6[O:22][C@@H:17]([C@@H:18]2[O:19]4)[CH2:16]5)[CH2:10][C:8]3=[CH2:9])[CH2:3]1 |f:1.2|. Reported procedure: ER-076349 (0.259 kg, 0.354 mol, 1 eq) was dissolved in toluene (4.7 kg) and azeotroped in vacuo at <25° C. The residue was diluted with toluene (4.5 kg) to give a toluene solution for monitoring of water content. Water content was measured by Karl-Fischer (KF) titration method. If the KF value was >125 ppm, the solution was azeotroped in vacuo at <25° C. and diluted with toluene (4.5 kg) until the water content came down to 125 ppm. If the KF value reached the target value, the solution was conc... Reactants: CC(C)(C)OC(=O)N1CCC(O)CC1, O=[N+]([O-])c1cc(Cl)c(O)c(Cl)c1, ClCCl, CCOC(=O)N=NC(=O)OCC, c1ccc(P(c2ccccc2)c2ccccc2)cc1. Yields the product CC(C)(C)OC(=O)N1CCC(Oc2c(Cl)cc([N+](=O)[O-])cc2Cl)CC1. Reaction SMILES: [C:1]([CH3:2])([CH3:3])([CH3:4])[O:5][C:6](=[O:7])[N:8]1[CH2:9][CH2:10][CH:11]([OH:14])[CH2:12][CH2:13]1.[Cl:15][c:16]1[c:17]([OH:26])[c:18]([Cl:25])[cH:19][c:20]([N+:22](=[O:23])[O-:24])[cH:21]1.[Cl:58][CH2:59][Cl:60].[O:46]=[C:47]([O:48][CH2:49][CH3:50])[N:51]=[N:52][C:53]([O:54][CH2:55][CH3:56])=[O:57].[c:27]1([P:28]([c:29]2[cH:30][cH:31][cH:32][cH:33][cH:34]2)[c:35]2[cH:36][cH:37][cH:38][cH:39][cH:40]2)[cH:41][cH:42][cH:43][cH:44][cH:45]1>>[C:1]([CH3:2])([CH3:3])([CH3:4])[O:5][C:6](=[O:7])[N:8]1[CH2:9][CH2:10][CH:11]([O:14][c:17]2[c:16]([Cl:15])[cH:21][c:20]([N+:22](=[O:23])[O-:24])[cH:19][c:18]2[Cl:25])[CH2:12][CH2:13]1.